This data is from the Open Reaction Database (ORD), a public repository of structured organic reaction records. The task is: describe an organic reaction: reactants, conditions, products, and yield Starting materials: COC(CBr)OC, C1CCOC1, COc1ccc(-c2ccc(C)c(O)c2)cc1, [H-], [Na+]. Product: COc1ccc(-c2ccc(C)c(OCC(OC)OC)c2)cc1. Reaction SMILES: [Br:19][CH2:20][CH:21]([O:22][CH3:23])[O:24][CH3:25].[CH2:26]1[O:27][CH2:28][CH2:29][CH2:30]1.[CH3:3][O:4][c:5]1[cH:6][cH:7][c:8](-[c:11]2[cH:12][c:13]([OH:18])[c:14]([CH3:17])[cH:15][cH:16]2)[cH:9][cH:10]1.[H-:2].[Na+:1]>>[CH3:3][O:4][c:5]1[cH:6][cH:7][c:8](-[c:11]2[cH:12][c:13]([O:18][CH2:20][CH:21]([O:22][CH3:23])[O:24][CH3:25])[c:14]([CH3:17])[cH:15][cH:16]2)[cH:9][cH:10]1. Starting materials: CC(=O)Nc1ccc(-c2ccc3[nH]cc(C4CCN(C)CC4)c3c2)cc1, CCO, Cl. Product: CN1CCC(c2c[nH]c3ccc(-c4ccc(N)cc4)cc23)CC1. RXN SMILES: [C:1](=[O:2])([CH3:3])[NH:4][c:5]1[cH:6][cH:7][c:8](-[c:11]2[cH:12][c:13]3[c:14]([CH:20]4[CH2:21][CH2:22][N:23]([CH3:26])[CH2:24][CH2:25]4)[cH:15][nH:16][c:17]3[cH:18][cH:19]2)[cH:9][cH:10]1.[CH3:27][CH2:28][OH:29].[ClH:30]>>[NH2:4][c:5]1[cH:6][cH:7][c:8](-[c:11]2[cH:12][c:13]3[c:14]([CH:20]4[CH2:21][CH2:22][N:23]([CH3:26])[CH2:24][CH2:25]4)[cH:15][nH:16][c:17]3[cH:18][cH:19]2)[cH:9][cH:10]1. The reactants are CS(=O)(=O)OC(C1=C(C=CC=C1)OC)C=1C=NC(=CC1)NC(=O)C1(CC1)C1=CC2=C(OCO2)C=C1 ((6-(1-(benzo[d][1,3]dioxol-5-yl)cyclopropanecarboxamido)pyridin-3-yl)(2-methoxyphenyl)methyl methanesulfonate), COCC1NCCC1 (2-(methoxymethyl)pyrrolidine), O1COC2=C1C=CC(=C2)C2(CC2)C(=O)NC2=NC=C(C=C2)C(C2=C(C=CC=C2)OC)N(C)C (1-(benzo[d][1,3]dioxol-5-yl)-N-(5-((dimethylamino)(2-methoxyphenyl)methyl)pyridin-2-yl)cyclopropanecarboxamide). Yields the product O1COC2=C1C=CC(=C2)C2(CC2)C(=O)NC2=NC=C(C=C2)C(C2=C(C=CC=C2)OC)N2C(CCC2)COC (1-(Benzo[d][1,3]dioxol-5-yl)-N-(5-((2-(methoxymethyl)pyrrolidin-1-yl)(2-methoxyphenyl)methyl)pyridin-2-yl)cyclopropanecarboxamide). RXN SMILES: CS(O[CH:6]([C:15]1[CH:16]=[N:17][C:18]([NH:21][C:22]([C:24]2([C:27]3[CH:35]=[CH:34][C:30]4[O:31][CH2:32][O:33][C:29]=4[CH:28]=3)[CH2:26][CH2:25]2)=[O:23])=[CH:19][CH:20]=1)[C:7]1[CH:12]=[CH:11][CH:10]=[CH:9][C:8]=1[O:13][CH3:14])(=O)=O.[CH3:36][O:37][CH2:38][CH:39]1[CH2:43][CH2:42][CH2:41][NH:40]1.O1C2C=CC(C3(C(NC4C=CC(C(N(C)C)C5C=CC=CC=5OC)=CN=4)=O)CC3)=CC=2OC1>>[O:31]1[C:30]2[CH:34]=[CH:35][C:27]([C:24]3([C:22]([NH:21][C:18]4[CH:19]=[CH:20][C:15]([CH:6]([N:40]5[CH2:41][CH2:42][CH2:43][CH:39]5[CH2:38][O:37][CH3:36])[C:7]5[CH:12]=[CH:11][CH:10]=[CH:9][C:8]=5[O:13][CH3:14])=[CH:16][N:17]=4)=[O:23])[CH2:26][CH2:25]3)=[CH:28][C:29]=2[O:33][CH2:32]1. Procedure: 1-(Benzo[d][1,3]dioxol-5-yl)-N-(5-((2-(methoxymethyl)pyrrolidin-1-yl)(2-methoxyphenyl)methyl)pyridin-2-yl)cyclopropanecarboxamide was prepared from (6-(1-(benzo[d][1,3]dioxol-5-yl)cyclopropanecarboxamido)pyridin-3-yl)(2-methoxyphenyl)methyl methanesulfonate and 2-(methoxymethyl)pyrrolidine in a manner analogous to that of 1-(benzo[d][1,3]dioxol-5-yl)-N-(5-((dimethylamino)(2-methoxyphenyl)methyl)pyridin-2-yl)cyclopropanecarboxamide. The reactants are [C-]#N, [C-]#N, CN1CCCC1=O, Ic1ccc2oc(COc3ccccc3)cc2c1, N, O, [Zn+2]. RXN SMILES: [C-:27]#[N:28].[C-:30]#[N:31].[CH3:1][N:2]1[CH2:3][CH2:4][CH2:5][C:6]1=[O:7].[I:8][c:9]1[cH:10][cH:11][c:12]2[c:13]([cH:14][c:15]([CH2:17][O:18][c:19]3[cH:20][cH:21][cH:22][cH:23][cH:24]3)[o:16]2)[cH:25]1.[NH3:26].[OH2:32].[Zn+2:29]>>[C:1](#[N:2])[c:9]1[cH:10][cH:11][c:12]2[c:13]([cH:14][c:15]([CH2:17][O:18][c:19]3[cH:20][cH:21][cH:22][cH:23][cH:24]3)[o:16]2)[cH:25]1. Yields the product N#Cc1ccc2oc(COc3ccccc3)cc2c1. The reactants are [BH4-].[Na+] (sodium borohydride), O=C(CCCN1CCN(CC1)C1=CC(=CC=C1)Cl)C=1C=C2CCC(NC2=CC1)=O (6-{1-oxo-4-[4-(3-chlorophenyl)-1-piperazinyl]butyl}-3,4-dihydrocarbostyril), Cl (hydrochloric acid). Solvent: CO (methanol). Conditions: time 5 hour. Yields the product OC(CCCN1CCN(CC1)C1=CC(=CC=C1)Cl)C=1C=C2CCC(NC2=CC1)=O (6-{1-hydroxy-4[4-(3-chlorophenyl)-1-piperazinyl]butyl}-3,4-dihydrocarbostyril). As a reaction SMILES: [O:1]=[C:2]([C:19]1[CH:20]=[C:21]2[C:26](=[CH:27][CH:28]=1)[NH:25][C:24](=[O:29])[CH2:23][CH2:22]2)[CH2:3][CH2:4][CH2:5][N:6]1[CH2:11][CH2:10][N:9]([C:12]2[CH:17]=[CH:16][CH:15]=[C:14]([Cl:18])[CH:13]=2)[CH2:8][CH2:7]1.[BH4-].[Na+].Cl>CO>[OH:1][CH:2]([C:19]1[CH:20]=[C:21]2[C:26](=[CH:27][CH:28]=1)[NH:25][C:24](=[O:29])[CH2:23][CH2:22]2)[CH2:3][CH2:4][CH2:5][N:6]1[CH2:7][CH2:8][N:9]([C:12]2[CH:17]=[CH:16][CH:15]=[C:14]([Cl:18])[CH:13]=2)[CH2:10][CH2:11]1 |f:1.2|. Procedure details: 3.0 Grams of 6-{1-oxo-4-[4-(3-chlorophenyl)-1-piperazinyl]butyl}-3,4-dihydrocarbostyril was added to 100 ml of methanol, under stirring condition 1.2 g of sodium borohydride was added gradually to the solution and stirred at a room temperature for 5 hours. Then 5 ml of concentrated hydrochloric acid was added to the reaction mixture and the mixture was concentrated under a reduced pressure to dryness. Then to this dried matter was added 50 ml of 2%-sodium hydroxide aqueous solution and the organ... Starting materials: ice water, S(O)(O)(=O)=O (sulfuric acid), C(C)C(COC(CS)CO)CCCC (monothioglycerol 2-ethylhexyl ether), C(C)(=O)OC(C)=O (acetic anhydride). Solvent: O (water). Run at time 1 hour. Yields the product C(C)C(COCC(CS)OC(C)=O)CCCC (3-(2-ethylhexyloxy)-2-acetoxy-1-propanethiol). RXN SMILES: [CH2:1]([CH:3]([CH2:11][CH2:12][CH2:13][CH3:14])[CH2:4][O:5][CH:6](CO)CS)[CH3:2].[S:15](=O)(=O)(O)O.[C:20]([O:23][C:24](=O)[CH3:25])(=[O:22])[CH3:21]>O>[CH2:1]([CH:3]([CH2:11][CH2:12][CH2:13][CH3:14])[CH2:4][O:5][CH2:6][CH:24]([O:23][C:20](=[O:22])[CH3:21])[CH2:25][SH:15])[CH3:2]. Procedure: 1 mole of the monothioglycerol ether obtained in Example 1 is diluted with 110 g of acetic anhydride. While cooling with ice water, 15 ml of conc. sulfuric acid are added dropwise to this solution. The temperature should not exceed 40° C. The batch is stirred for 1 hour, diluted with water, and then extracted with ether. The ethereal extract is washed neutral with sodium bicarbonate solution. Distillation at 85° C./4.10-3 torr yields 3-(2-ethylhexyloxy)-2-acetoxy-1-propanethiol as an odourless o... The reactants are NC[C@@H]1[C@H]2C[C@H]2CN1C(=O)C=1N=C(SC1C=1C=C(C=CC1)C)C (((1S,2S,5R)-2-Aminomethyl-3-aza-bicyclo[3.1.0]hex-3-yl)-(2-methyl-5-m-tolyl-thiazol-4-yl)-methanone), O1CCNC2=C1C(=CC=C2)C(=O)O (3,4-Dihydro-2H-benzo[1,4]oxazine-8-carboxylic acid). The product is CC=1SC(=C(N1)C(=O)N1[C@@H]([C@H]2C[C@H]2C1)CNC(=O)C1=CC=CC=2NCCOC21)C=2C=C(C=CC2)C (3,4-Dihydro-2H-benzo[1,4]oxazine-8-carboxylic Acid[(1S,2S,5R)-3-(2-methyl-5-m-tolyl-thiazole-4-carbonyl)-3-aza-bicyclo[3.1.0]hex-2-ylmethyl]-amide). RXN SMILES: [NH2:1][CH2:2][C@H:3]1[N:8]([C:9]([C:11]2[N:12]=[C:13]([CH3:23])[S:14][C:15]=2[C:16]2[CH:17]=[C:18]([CH3:22])[CH:19]=[CH:20][CH:21]=2)=[O:10])[CH2:7][C@H:6]2[C@@H:4]1[CH2:5]2.[O:24]1[C:29]2[C:30]([C:34](O)=[O:35])=[CH:31][CH:32]=[CH:33][C:28]=2[NH:27][CH2:26][CH2:25]1>>[CH3:23][C:13]1[S:14][C:15]([C:16]2[CH:17]=[C:18]([CH3:22])[CH:19]=[CH:20][CH:21]=2)=[C:11]([C:9]([N:8]2[CH2:7][C@H:6]3[C@H:4]([CH2:5]3)[C@H:3]2[CH2:2][NH:1][C:34]([C:30]2[C:29]3[O:24][CH2:25][CH2:26][NH:27][C:28]=3[CH:33]=[CH:32][CH:31]=2)=[O:35])=[O:10])[N:12]=1. Procedure: prepared by reaction of ((1S,2S,5R)-2-Aminomethyl-3-aza-bicyclo[3.1.0]hex-3-yl)-(2-methyl-5-m-tolyl-thiazol-4-yl)-methanone with 3,4-Dihydro-2H-benzo[1,4]oxazine-8-carboxylic acid. LC-MS (basic): tR=0.82 min; [M+H]+=488.9.